Dataset: the Open Reaction Database (ORD), a public repository of structured organic reaction records. Task: describe an organic reaction: reactants, conditions, products, and yield Starting materials: O.NN (hydrazine hydrate), OC1CCN(CC1)CCCN1C(C2=CC=CC=C2C1=O)=O (2-(3-(4-hydroxypiperidino)propyl)isoindolin-1,3-dione), C(C)O (Ethanol). Reaction conditions: time 8 hour. Product: OC1CCN(CC1)CCCNC(OCC1=CC=CC=C1)=O (Benzyl N-(3-(4-hydroxypiperidino)propyl)carbamate). As a reaction SMILES: O.NN.[OH:4][CH:5]1[CH2:10][CH2:9][N:8]([CH2:11][CH2:12][CH2:13][N:14]2[C:22](=[O:23])C3C(=CC=CC=3)C2=O)[CH2:7][CH2:6]1.[CH2:25]([OH:27])[CH3:26]>>[OH:4][CH:5]1[CH2:6][CH2:7][N:8]([CH2:11][CH2:12][CH2:13][NH:14][C:22](=[O:23])[O:27][CH2:25][C:26]2[CH:9]=[CH:10][CH:5]=[CH:6][CH:7]=2)[CH2:9][CH2:10]1 |f:0.1|. Reported procedure: Ethanol (100 ml) and hydrazine hydrate (1.5 g) were added to 2-(3-(4-hydroxypiperidino)propyl)isoindolin-1,3-dione (4.5 g); the reaction mixture was heated to reflux for 2.5 hours; and the produced crystals were filtered off. N-Methylmorpholine (2.5 ml) and N-(benzyloxycarbonyloxy)succinimide (5.2 g) were added to the filtrate; and the reaction mixture was stirred at room temperature overnight. Aqueous solution of sodium hydrogencarbonate was added to the reaction mixture; extraction was perform... Reactants: C(C)(=O)Cl (acetyl chloride), B(Cl)(Cl)Cl (boron trichloride), COC1=CC=C(C=C1)C(C(=O)OC)C (methyl 2-(4-methoxyphenyl)propionate). The reagents and catalysts are [Ti](Cl)(Cl)(Cl)Cl (Titanium tetrachloride). Run in ClCCl (dichloromethane). Run at time 10 minute. The product is C(C)(=O)C=1C=C(C=CC1O)C(C(=O)OC)C (Methyl 2-(3-acetyl-4-hydroxyphenyl)propionate). As a reaction SMILES: C[O:2][C:3]1[CH:8]=[CH:7][C:6]([CH:9]([CH3:14])[C:10]([O:12][CH3:13])=[O:11])=[CH:5][CH:4]=1.[C:15](Cl)(=[O:17])[CH3:16].B(Cl)(Cl)Cl>ClCCl.[Ti](Cl)(Cl)(Cl)Cl>[C:15]([C:4]1[CH:5]=[C:6]([CH:9]([CH3:14])[C:10]([O:12][CH3:13])=[O:11])[CH:7]=[CH:8][C:3]=1[OH:2])(=[O:17])[CH3:16]. Procedure: Titanium tetrachloride (82.3 mls) was added dropwise to a stirred solution of methyl 2-(4-methoxyphenyl)propionate (25 g) in dry dichloromethane (250 mls), cooled in an ice/salt-bath, at a rate sufficient to maintain the temperature between -10° C. and -5° C. The mixture was stirred for 10 minutes and acetyl chloride (10 g) was added dropwise at a rate sufficient to maintain the temperature below 0° C. The solution was stirred at -5° C. for 11/2 hours when boron trichloride (15 mls) was added. S... Reactants: COc1ccc2cc(F)c(=O)[nH]c2c1, CN(C)C=O, O=S(Cl)Cl. Yields the product COc1ccc2cc(F)c(Cl)nc2c1. Reaction SMILES: [F:1][c:2]1[c:3](=[O:14])[nH:4][c:5]2[cH:6][c:7]([O:12][CH3:13])[cH:8][cH:9][c:10]2[cH:11]1.[O:15]=[CH:16][N:17]([CH3:18])[CH3:19].[S:20]([Cl:21])([Cl:22])=[O:23]>>[F:1][c:2]1[c:3]([Cl:22])[n:4][c:5]2[cH:6][c:7]([O:12][CH3:13])[cH:8][cH:9][c:10]2[cH:11]1. The reactants are CCCCCCCCCCc1cnc(-c2ccc(C(=O)O)cc2)nc1, C(=NC1CCCCC1)=NC1CCCCC1, ClCCl, CCCCCCCCCc1ccc(O)c(F)c1. The product is CCCCCCCCCCc1cnc(-c2ccc(C(=O)Oc3ccc(CCCCCCCCC)cc3F)cc2)nc1. RXN SMILES: [CH2:1]([CH2:2][CH2:3][CH2:4][CH2:5][CH2:6][CH2:7][CH2:8][CH2:9][CH3:10])[c:11]1[cH:12][n:13][c:14](-[c:17]2[cH:18][cH:19][c:20]([C:21](=[O:22])[OH:23])[cH:24][cH:25]2)[n:15][cH:16]1.[CH:43]1([N:44]=[C:45]=[N:46][CH:47]2[CH2:48][CH2:49][CH2:50][CH2:51][CH2:52]2)[CH2:53][CH2:54][CH2:55][CH2:56][CH2:57]1.[Cl:58][CH2:59][Cl:60].[F:26][c:27]1[c:28]([OH:42])[cH:29][cH:30][c:31]([CH2:33][CH2:34][CH2:35][CH2:36][CH2:37][CH2:38][CH2:39][CH2:40][CH3:41])[cH:32]1>>[CH2:1]([CH2:2][CH2:3][CH2:4][CH2:5][CH2:6][CH2:7][CH2:8][CH2:9][CH3:10])[c:11]1[cH:12][n:13][c:14](-[c:17]2[cH:18][cH:19][c:20]([C:21](=[O:22])[O:23][c:28]3[c:27]([F:26])[cH:32][c:31]([CH2:33][CH2:34][CH2:35][CH2:36][CH2:37][CH2:38][CH2:39][CH2:40][CH3:41])[cH:30][cH:29]3)[cH:24][cH:25]2)[n:15][cH:16]1.